From a dataset of the Open Reaction Database (ORD), a public repository of structured organic reaction records. describe an organic reaction: reactants, conditions, products, and yield Starting materials: C#CCN, CC#N, CC(C)[O-], CC(C)[O-], CC(C)[O-], CC(C)[O-], Cn1c2c(c3cc(O)ccc31)CCC2=O, [Ti+4]. Product: C#CCN=C1CCc2c1n(C)c1ccc(O)cc21. RXN SMILES: [CH2:16]([C:17]#[CH:18])[NH2:19].[CH3:20][C:21]#[N:22].[CH3:23][CH:24]([CH3:25])[O-:26].[CH3:28][CH:29]([CH3:30])[O-:31].[CH3:32][CH:33]([CH3:34])[O-:35].[CH3:36][CH:37]([CH3:38])[O-:39].[OH:1][c:2]1[cH:3][c:4]2[c:5]3[c:6]([n:7]([CH3:11])[c:8]2[cH:9][cH:10]1)[C:12](=[O:15])[CH2:13][CH2:14]3.[Ti+4:27]>>[OH:1][c:2]1[cH:3][c:4]2[c:5]3[c:6]([n:7]([CH3:11])[c:8]2[cH:9][cH:10]1)[C:12](=[N:19][CH2:16][C:17]#[CH:18])[CH2:13][CH2:14]3. Starting materials: CC(C)CN(C(CCCCN)C(=O)O)S(=O)(=O)c1ccc([N+](=O)[O-])cc1, COc1ccc(OC)c(C=CC(=O)O)c1. Product: COc1ccc(OC)c(C=CC(=O)NCCCCC(C(=O)O)N(CC(C)C)S(=O)(=O)c2ccc([N+](=O)[O-])cc2)c1. RXN SMILES: [CH2:1]([CH:2]([CH3:3])[CH3:4])[N:5]([CH:6]([CH2:7][CH2:8][CH2:9][CH2:10][NH2:11])[C:12](=[O:13])[OH:14])[S:15](=[O:16])(=[O:17])[c:18]1[cH:19][cH:20][c:21]([N+:24](=[O:25])[O-:26])[cH:22][cH:23]1.[CH3:27][O:28][c:29]1[c:30]([CH:31]=[CH:32][C:33](=[O:34])[OH:35])[cH:36][c:37]([O:40][CH3:41])[cH:38][cH:39]1>>[CH2:1]([CH:2]([CH3:3])[CH3:4])[N:5]([CH:6]([CH2:7][CH2:8][CH2:9][CH2:10][NH:11][C:33]([CH:32]=[CH:31][c:30]1[c:29]([O:28][CH3:27])[cH:39][cH:38][c:37]([O:40][CH3:41])[cH:36]1)=[O:34])[C:12](=[O:13])[OH:14])[S:15](=[O:16])(=[O:17])[c:18]1[cH:19][cH:20][c:21]([N+:24](=[O:25])[O-:26])[cH:22][cH:23]1.